This data is from the Open Reaction Database (ORD), a public repository of structured organic reaction records. The task is: describe an organic reaction: reactants, conditions, products, and yield Starting materials: CS(=O)(=O)NC=1C=C2C(N(C(C2=CC1)=O)CC(=O)OC)=O (methyl 2-(5-(methylsulfonamido)-1,3-dioxoisoindolin-2-yl)acetate), solution, Cl (HCl). Run in O1CCOCC1 (dioxane), O (water). Conditions: time 3 hour. Product: CS(=O)(=O)NC=1C=C2C(N(C(C2=CC1)=O)CC(=O)O)=O (2-(5-(methylsulfonamido)-1,3-dioxoisoindolin-2-yl)acetic acid). Isolated yield 47.6%. Reaction SMILES: [CH3:1][S:2]([NH:5][C:6]1[CH:7]=[C:8]2[C:12](=[CH:13][CH:14]=1)[C:11](=[O:15])[N:10]([CH2:16][C:17]([O:19]C)=[O:18])[C:9]2=[O:21])(=[O:4])=[O:3].Cl>O1CCOCC1.O>[CH3:1][S:2]([NH:5][C:6]1[CH:7]=[C:8]2[C:12](=[CH:13][CH:14]=1)[C:11](=[O:15])[N:10]([CH2:16][C:17]([OH:19])=[O:18])[C:9]2=[O:21])(=[O:3])=[O:4]. Procedure: To a solution of methyl 2-(5-(methylsulfonamido)-1,3-dioxoisoindolin-2-yl)acetate (obtained as described in Example 30, Step 3, theoretical amount 1.622 mmol) in dioxane (10 ml), a 36% solution of HCl in water (10 ml) was added, and the mixture was stirred for 3 hours at room temperature. The volatiles were evaporated and the resulting crude was purified by flash chromatography on silica gel (eluent: DCM/MeOH 95:5). The title compound was obtained as a pale yellow solid (230 mg, 0.772 mmol, 47.6... Reactants: C1=CN(C=N1)C(=O)N2C=CN=C2 (CDI), O=C1N(CCC2=C(N1)C=CC=C2)C[C@@H]2CC[C@H](CC2)C(=O)O (trans-4-(2-oxo-1,2,4,5-tetrahydro-benzo[d][1,3]diazepin-3-ylmethyl)-cyclohexanecarboxylic acid), N1=C(C=CC=C1)N1CCNCC1 (1-Pyridin-2-yl-piperazine). The solvent is C(Cl)Cl (DCM). Conditions: time 2 hour. Yields the product N1=C(C=CC=C1)N1CCN(CC1)C(=O)[C@@H]1CC[C@H](CC1)CN1C(NC2=C(CC1)C=CC=C2)=O (3-[trans-4-(4-pyridin-2-yl-piperazine-1-carbonyl)-cyclohexylmethyl]-1,3,4,5-tetrahydro-benzo[d][1,3]diazepin-2-one). As a reaction SMILES: [O:1]=[C:2]1[NH:8][C:7]2[CH:9]=[CH:10][CH:11]=[CH:12][C:6]=2[CH2:5][CH2:4][N:3]1[CH2:13][C@H:14]1[CH2:19][CH2:18][C@H:17]([C:20]([OH:22])=O)[CH2:16][CH2:15]1.C1N=CN(C(N2C=NC=C2)=O)C=1.[N:35]1[CH:40]=[CH:39][CH:38]=[CH:37][C:36]=1[N:41]1[CH2:46][CH2:45][NH:44][CH2:43][CH2:42]1>C(Cl)Cl>[N:35]1[CH:40]=[CH:39][CH:38]=[CH:37][C:36]=1[N:41]1[CH2:42][CH2:43][N:44]([C:20]([C@H:17]2[CH2:18][CH2:19][C@H:14]([CH2:13][N:3]3[CH2:4][CH2:5][C:6]4[CH:12]=[CH:11][CH:10]=[CH:9][C:7]=4[NH:8][C:2]3=[O:1])[CH2:15][CH2:16]2)=[O:22])[CH2:45][CH2:46]1. Procedure: To a suspension of trans-4-(2-oxo-1,2,4,5-tetrahydro-benzo[d][1,3]diazepin-3-ylmethyl)-cyclohexanecarboxylic acid (52 mg, 0.17 mmol) in dry DCM (2 mL) was added CDI (50 mg, 0.31 mmol). The resulting mixture was stirred at room temperature for 2 h, then 1-Pyridin-2-yl-piperazine (44 μL, 0.56 mmol) was added. The reaction mixture was stirred at room temperature for 1.5 h. Then solvent was removed under reduced pressure and crude was purified by crystallization from acetonitrile. The reactants are C[Si](C)(C)[N-][Si](C)(C)C, CN(C)C=O, [N-]=[N+]=NC1c2cccnc2C(O)CCC1c1cccc(F)c1F, [Na+], O=C(Oc1ccc([N+](=O)[O-])cc1)N1CCC(n2c(=O)[nH]c3ncccc32)CC1. Product: [N-]=[N+]=NC1c2cccnc2C(OC(=O)N2CCC(n3c(=O)[nH]c4ncccc43)CC2)CCC1c1cccc(F)c1F. RXN SMILES: [CH3:53][Si:54]([N-:55][Si:56]([CH3:57])([CH3:58])[CH3:59])([CH3:60])[CH3:61].[CH3:62][N:63]([CH3:64])[CH:65]=[O:66].[N:1](=[N+:2]=[N-:3])[CH:4]1[CH:5]([c:16]2[c:17]([F:23])[c:18]([F:22])[cH:19][cH:20][cH:21]2)[CH2:6][CH2:7][CH:8]([OH:15])[c:9]2[n:10][cH:11][cH:12][cH:13][c:14]21.[Na+:52].[O:24]=[c:25]1[n:26]([CH:34]2[CH2:35][CH2:36][N:37]([C:40](=[O:41])[O:42][c:43]3[cH:44][cH:45][c:46]([N+:47]([O-:48])=[O:49])[cH:50][cH:51]3)[CH2:38][CH2:39]2)[c:27]2[c:28]([n:29][cH:30][cH:31][cH:32]2)[nH:33]1>>[N:1](=[N+:2]=[N-:3])[CH:4]1[CH:5]([c:16]2[c:17]([F:23])[c:18]([F:22])[cH:19][cH:20][cH:21]2)[CH2:6][CH2:7][CH:8]([O:15][C:40]([N:37]2[CH2:36][CH2:35][CH:34]([n:26]3[c:25](=[O:24])[nH:33][c:28]4[c:27]3[cH:32][cH:31][cH:30][n:29]4)[CH2:39][CH2:38]2)=[O:41])[c:9]2[n:10][cH:11][cH:12][cH:13][c:14]21. Reactants: FC1=CC=C(OC2=C(C=C(C=C2)[N+](=O)[O-])C=2C3=C(C(N(C2)C)=O)NC=C3)C=C1 (4-(2-(4-fluorophenoxy)-5-nitrophenyl)-6-methyl-1H-pyrrolo[2,3-c]pyridin-7(6H)-one), CN1C(C2=C(C(=C1)C1=C(C=CC(=C1)[N+](=O)[O-])OC1=CC=CC=C1)C=CN2)=O (6-methyl-4-(5-nitro-2-phenoxyphenyl)-1,6-dihydro-7H-pyrrolo[2,3-c]pyridin-7-one). Product: NC=1C=CC(=C(C1)C=1C2=C(C(N(C1)C)=O)NC=C2)OC2=CC=C(C=C2)F (4-(5-amino-2-(4-fluorophenoxy)phenyl)-6-methyl-1H-pyrrolo[2,3-c]pyridin-7(6H)-one). RXN SMILES: [F:1][C:2]1[CH:28]=[CH:27][C:5]([O:6][C:7]2[CH:12]=[CH:11][C:10]([N+:13]([O-])=O)=[CH:9][C:8]=2[C:16]2[C:17]3[CH:26]=[CH:25][NH:24][C:18]=3[C:19](=[O:23])[N:20]([CH3:22])[CH:21]=2)=[CH:4][CH:3]=1.CN1C=C(C2C=C([N+]([O-])=O)C=CC=2OC2C=CC=CC=2)C2C=CNC=2C1=O>>[NH2:13][C:10]1[CH:11]=[CH:12][C:7]([O:6][C:5]2[CH:27]=[CH:28][C:2]([F:1])=[CH:3][CH:4]=2)=[C:8]([C:16]2[C:17]3[CH:26]=[CH:25][NH:24][C:18]=3[C:19](=[O:23])[N:20]([CH3:22])[CH:21]=2)[CH:9]=1. Procedure: Example 26b was prepared according to the procedure used for the preparation of Example 3, substituting the product of Example 26a for the product of Example 2b, to provide the title compound. Starting materials: COC=1C(=CC=CC1)N (o-anisidine), C(=O)([O-])[O-].[K+].[K+] (K2CO3), O (Water), C1(=CC=CC=C1)C(N1CC(C1)S(=O)(=O)C)C1=CC=CC=C1 (1-(diphenylmethyl)-3-methane sulfonyl azetidine). Run in CN(C)C=O (DMF). Reaction conditions: temperature 80 celsius. The product is C(C1=CC=CC=C1)(C1=CC=CC=C1)N1CC(C1)NC1=C(C=CC=C1)OC ((1-Benzhydryl-azetidin-3-yl)-(2-methoxy-phenyl)-amine). The yield is 14.5%. Reaction SMILES: [CH3:1][O:2][C:3]1[C:4]([NH2:9])=[CH:5][CH:6]=[CH:7][CH:8]=1.C([O-])([O-])=O.[K+].[K+].[C:16]1([CH:22]([C:31]2[CH:36]=[CH:35][CH:34]=[CH:33][CH:32]=2)[N:23]2[CH2:26][CH:25](S(C)(=O)=O)[CH2:24]2)[CH:21]=[CH:20][CH:19]=[CH:18][CH:17]=1.O>CN(C=O)C>[CH:22]([N:23]1[CH2:26][CH:25]([NH:9][C:4]2[CH:5]=[CH:6][CH:7]=[CH:8][C:3]=2[O:2][CH3:1])[CH2:24]1)([C:31]1[CH:32]=[CH:33][CH:34]=[CH:35][CH:36]=1)[C:16]1[CH:17]=[CH:18][CH:19]=[CH:20][CH:21]=1 |f:1.2.3|. Procedure: To a solution of 4.1 g (0.033 mol) of o-anisidine in 20 mL DMF, 4.6 g (0.033 mol) of K2CO3 was added, followed by 9.5 g (0.030 mol) of 1-(diphenylmethyl)-3-methane sulfonyl azetidine. The reaction was heated at 80° C. for 5 h. Water was added and the product was extracted with ether. The organic phase was dried and the solvent was removed under vacuo. The residue was filtered through silica gel, starting with 100% methylene chloride, then 25% ethyl acetate/hexane to give 1.5 g of the desired pro... Starting materials: CC(C)C[AlH]CC(C)C (DIBAL-H), COC(\C=C\CC=1C=NC=C(C1)[C@H]1N(CC1)C(=O)OC(C)(C)C)=O (4-[5-[1-(tert-butoxycarbonyl)-2(S)-azetidinyl]-3-pyridyl]-trans-2-butenoic acid methyl ester). Run in C(Cl)Cl (CH2Cl2). Reaction conditions: temperature -78 celsius, time 3 hour. Yields the product C(C)(C)(C)OC(=O)N1[C@@H](CC1)C=1C=C(C=NC1)C/C=C/CO (4-[5-[1-(tert-Butoxycarbonyl)-2(S)-azetidinyl]-3-pyridyl]-trans-2-butenol). Reaction SMILES: CC(C[AlH]CC(C)C)C.C[O:11][C:12](=O)/[CH:13]=[CH:14]/[CH2:15][C:16]1[CH:17]=[N:18][CH:19]=[C:20]([C@@H:22]2[CH2:25][CH2:24][N:23]2[C:26]([O:28][C:29]([CH3:32])([CH3:31])[CH3:30])=[O:27])[CH:21]=1>C(Cl)Cl>[C:29]([O:28][C:26]([N:23]1[CH2:24][CH2:25][C@H:22]1[C:20]1[CH:21]=[C:16]([CH2:15]/[CH:14]=[CH:13]/[CH2:12][OH:11])[CH:17]=[N:18][CH:19]=1)=[O:27])([CH3:32])([CH3:31])[CH3:30]. Procedure details: DIBAL-H (1.5M in toluene, 4.9 mL, 7.35 mmol, 2.7 equiv.) was added dropwise to a stirred solution of 4-[5-[1-(tert-butoxycarbonyl)-2(S)-azetidinyl]-3-pyridyl]-trans-2-butenoic acid methyl ester (1.00 g, 2.75 mmol) in dry CH2Cl2 at −78° C. The mixture was stirred at −78° C. for 3 hours before the reaction was quenched by adding methanol followed by saturated aqueous sodium potassium tartrate solution. The reaction mixture was then allowed to warm to room temperature where it was vigorously stirre... Starting materials: O (water), NC=1C(=C(C(=O)O)C=C(C1)Cl)Cl (3-amino-2,5-dichlorobenzoic acid), O1CCCC1 (tetrahydrofuran), B(F)(F)F.O1CCCC1 (borontrifluoride tetrahydrofuran), solution. Solvent: C(Cl)Cl (methylene chloride). Run at temperature 8 celsius, time 1 hour. Product: NC=1C(=C(CO)C=C(C1)Cl)Cl (3-amino-2,5-dichlorobenzyl alcohol). Isolated yield 11.5%. As a reaction SMILES: [NH2:1][C:2]1[C:3]([Cl:12])=[C:4]([CH:8]=[C:9]([Cl:11])[CH:10]=1)[C:5](O)=[O:6].O1CCCC1.B(F)(F)F.O1CCCC1.O>C(Cl)Cl>[NH2:1][C:2]1[C:3]([Cl:12])=[C:4]([CH:8]=[C:9]([Cl:11])[CH:10]=1)[CH2:5][OH:6] |f:2.3|. Reported procedure: Into a 1 liter three-neck flask was introduced 40 g (0.19 mole) of 3-amino-2,5-dichlorobenzoic acid and 150 ml of tetrahydrofuran. The solution was cooled to 8°-10° C. in an ice bath. A borontrifluoride-tetrahydrofuran (1M) solution (280 ml) was added dropwise over a period of 1 hr. After being stirred at 8° C. for an additional 1 hr. the solution was allowed to warm up slowly to room temperature. The reaction flask was then cooled again in an ice bath and 50 ml of water was added through a drop...